Dataset: the Open Reaction Database (ORD), a public repository of structured organic reaction records. Task: describe an organic reaction: reactants, conditions, products, and yield The product is C(C)(C)(C)OC(=O)NC=1C=C(C(=O)OCOC(C(C)(C)C)=O)C=CC1 (pivaloyloxymethyl 3-(t-butyloxycarbonylamino)benzoate). The solvent is C(C)(=O)OCC (ethyl acetate). Procedure details: 3-(t-Butyloxycarbonylamino)benzoic acid sodium salt (10 g), DMF (60 ml) and potassium iodide (6.3 g) are mixed, and thereto is added dropwise pivaloyloxymethyl chloride (6 g) under ice cooling. The mixture is stirred at room temperature for 15 hours, and thereto is added ethyl acetate (200 ml). The mixture is washed with water, and ethyl acetate is distilled off under reduced pressure. The residue is recrystallized from 70% aqueous acetonitrile to give pivaloyloxymethyl 3-(t-butyloxycarbonylamin... RXN SMILES: [Na+].[C:2]([O:6][C:7]([NH:9][C:10]1[CH:11]=[C:12]([CH:16]=[CH:17][CH:18]=1)[C:13]([O-:15])=[O:14])=[O:8])([CH3:5])([CH3:4])[CH3:3].CN(C=O)C.[I-].[K+].[C:26]([O:32][CH2:33]Cl)(=[O:31])[C:27]([CH3:30])([CH3:29])[CH3:28]>C(OCC)(=O)C>[C:2]([O:6][C:7]([NH:9][C:10]1[CH:11]=[C:12]([CH:16]=[CH:17][CH:18]=1)[C:13]([O:15][CH2:33][O:32][C:26](=[O:31])[C:27]([CH3:30])([CH3:29])[CH3:28])=[O:14])=[O:8])([CH3:5])([CH3:3])[CH3:4] |f:0.1,3.4|. Yield: 87.8%. Starting materials: [Na+].C(C)(C)(C)OC(=O)NC=1C=C(C(=O)[O-])C=CC1 (3-(t-Butyloxycarbonylamino)benzoic acid sodium salt), CN(C)C=O (DMF), [I-].[K+] (potassium iodide), C(C(C)(C)C)(=O)OCCl (pivaloyloxymethyl chloride). Reaction conditions: time 15 hour. Starting materials: C1CCOC1, COC(=O)c1ccccc1NC(=O)OCC=Cc1ccccc1, CO, [Li+], [OH-]. Yields the product O=C(Nc1ccccc1C(=O)O)OCC=Cc1ccccc1. RXN SMILES: [CH2:28]1[O:29][CH2:30][CH2:31][CH2:32]1.[CH3:1][O:2][C:3]([c:4]1[c:5]([NH:10][C:11](=[O:12])[O:13][CH2:14][CH:15]=[CH:16][c:17]2[cH:18][cH:19][cH:20][cH:21][cH:22]2)[cH:6][cH:7][cH:8][cH:9]1)=[O:23].[CH3:26][OH:27].[Li+:25].[OH-:24]>>[O:2]=[C:3]([c:4]1[c:5]([NH:10][C:11](=[O:12])[O:13][CH2:14][CH:15]=[CH:16][c:17]2[cH:18][cH:19][cH:20][cH:21][cH:22]2)[cH:6][cH:7][cH:8][cH:9]1)[OH:23]. Starting materials: C(C)(C)(C)OC(=O)N[C@@H]1C(N([C@@H]1C(N)=O)OCC(=O)OCC1=CC=C(C=C1)[N+](=O)[O-])=O ((3S,4S)-3-(tert-butoxycarbonylamino)-4-carbamoyl-1-(p-nitrobenzyloxycarbonylmethoxy)-2-azetidinone), Cl.ClCC(=O)NC=1SC=C(N1)/C(/C(=O)Cl)=N/OCC(=O)OCC1=CC=C(C=C1)[N+](=O)[O-] (2-(2-chloroacetamidothiazol-4-yl)-(Z)- 2-(p-nitrobenzyloxycarbonylmethoxyimino)acetyl chloride hydrochloride), C1(=CC=CC=C1)OC (anisole), FC(C(=O)O)(F)F (trifluoroacetic acid). Solvent: C1(=CC=CC=C1)C (toluene), ClCCl (dichloromethane), ClCCl (dichloromethane), C(C)N(CC)CC (triethylamine). Product: C(N)(=O)[C@@H]1[C@@H](C(N1OCC(=O)OCC1=CC=C(C=C1)[N+](=O)[O-])=O)NC(\C(=N/OCC(=O)OCC1=CC=C(C=C1)[N+](=O)[O-])\C=1N=C(SC1)NC(CCl)=O)=O ((3S,4S)-4-carbamoyl-3-[2-(2-chloroacetamidothiazol-4-yl)-(Z)-2-(p-nitrobenzyloxycarbonylmethoxyimino)acetamido]-1-(p-nitrobenzyloxycarbonylmethoxy)-2-azetidinone). The yield is 87.0%. As a reaction SMILES: C([O:5][C:6]([NH:8][C@H:9]1[C@@H:12]([C:13](=[O:15])[NH2:14])[N:11]([O:16][CH2:17][C:18]([O:20][CH2:21][C:22]2[CH:27]=[CH:26][C:25]([N+:28]([O-:30])=[O:29])=[CH:24][CH:23]=2)=[O:19])[C:10]1=[O:31])=O)(C)(C)C.C1(OC)C=CC=CC=1.FC(F)(F)C(O)=O.Cl.[Cl:48][CH2:49][C:50]([NH:52][C:53]1[S:54][CH:55]=[C:56](/[C:58](=[N:62]/[O:63][CH2:64][C:65]([O:67][CH2:68][C:69]2[CH:74]=[CH:73][C:72]([N+:75]([O-:77])=[O:76])=[CH:71][CH:70]=2)=[O:66])/C(Cl)=O)[N:57]=1)=[O:51]>ClCCl.C(N(CC)CC)C.C1(C)C=CC=CC=1>[C:13]([C@H:12]1[N:11]([O:16][CH2:17][C:18]([O:20][CH2:21][C:22]2[CH:23]=[CH:24][C:25]([N+:28]([O-:30])=[O:29])=[CH:26][CH:27]=2)=[O:19])[C:10](=[O:31])[C@H:9]1[NH:8][C:6](=[O:5])/[C:58](/[C:56]1[N:57]=[C:53]([NH:52][C:50](=[O:51])[CH2:49][Cl:48])[S:54][CH:55]=1)=[N:62]\[O:63][CH2:64][C:65]([O:67][CH2:68][C:69]1[CH:74]=[CH:73][C:72]([N+:75]([O-:77])=[O:76])=[CH:71][CH:70]=1)=[O:66])(=[O:15])[NH2:14] |f:3.4|. Procedure details: In 20 ml of dichloromethane is suspended 550 mg of (3S,4S)-3-(tert-butoxycarbonylamino)-4-carbamoyl-1-(p-nitrobenzyloxycarbonylmethoxy)-2-azetidinone, and 2 ml of anisole and 10 mL of trifluoroacetic acid are added to the suspension under ice-cooling with stirring. After the stirring under ice-cooling for 2 hours, 20 ml of toluene is added to the reaction solution, and the mixtuere is concentreated under reduced pressure. 20 ml of dichloromethane is added to the residue, and 1.06 ml of triethyla...